This data is from the Open Reaction Database (ORD), a public repository of structured organic reaction records. The task is: describe an organic reaction: reactants, conditions, products, and yield Reactants: C(C)(C)(C)OC(=O)N1CC2=CC(=C(C=C2C1)Cl)C=1CCOCC1 (5-chloro-6-(3,6-dihydro-2H-pyran-4-yl)-1,3-dihydro-isoindole-2-carboxylic acid tert-butyl ester), C[Sn](C)(C)C (tetramethystannane). Yields the product C(C)(C)(C)OC(=O)N1CC2=CC(=C(C=C2C1)C=1CCOCC1)C (5-(3,6-Dihydro-2H-pyran-4-yl)-6-methyl-1,3-dihydro-isoindole-2-carboxylic acid tert-butyl Ester). Reaction SMILES: [C:1]([O:5][C:6]([N:8]1[CH2:16][C:15]2[C:10](=[CH:11][C:12]([C:18]3[CH2:19][CH2:20][O:21][CH2:22][CH:23]=3)=[C:13](Cl)[CH:14]=2)[CH2:9]1)=[O:7])([CH3:4])([CH3:3])[CH3:2].[CH3:24][Sn](C)(C)C>>[C:1]([O:5][C:6]([N:8]1[CH2:9][C:10]2[C:15](=[CH:14][C:13]([CH3:24])=[C:12]([C:18]3[CH2:19][CH2:20][O:21][CH2:22][CH:23]=3)[CH:11]=2)[CH2:16]1)=[O:7])([CH3:4])([CH3:3])[CH3:2]. Reported procedure: Prepared in analogy to Example A54(a) from 5-chloro-6-(3,6-dihydro-2H-pyran-4-yl)-1,3-dihydro-isoindole-2-carboxylic acid tert-butyl ester (Example A61(a)) and tetramethystannane. White solid. MS (m/e): 260.3 ([M+H−Me2C═CH2]+, 100%). Reactants: C(C)(C)(C)OC(=O)NCC1=NC=C(C2=CC(=C(C=C12)OC)OC)C(=O)O (1-(tert-butoxycarbonylamino-methyl)-6,7-dimethoxy-isoquinoline-4-carboxylic acid), CNCC1=CC=CC=C1 (N-methylbenzylamine). Product: C(C)(C)(C)OC(NCC1=NC=C(C2=CC(=C(C=C12)OC)OC)C(N(C)CC1=CC=CC=C1)=O)=O ([4-(benzyl-methyl-carbamoyl)-6,7-dimethoxy-isoquinolin-1-ylmethyl]-carbamic acid tert-butyl ester). The yield is 8.0%. As a reaction SMILES: [C:1]([O:5][C:6]([NH:8][CH2:9][C:10]1[C:19]2[C:14](=[CH:15][C:16]([O:22][CH3:23])=[C:17]([O:20][CH3:21])[CH:18]=2)[C:13]([C:24]([OH:26])=O)=[CH:12][N:11]=1)=[O:7])([CH3:4])([CH3:3])[CH3:2].[CH3:27][NH:28][CH2:29][C:30]1[CH:35]=[CH:34][CH:33]=[CH:32][CH:31]=1>>[C:1]([O:5][C:6](=[O:7])[NH:8][CH2:9][C:10]1[C:19]2[C:14](=[CH:15][C:16]([O:22][CH3:23])=[C:17]([O:20][CH3:21])[CH:18]=2)[C:13]([C:24](=[O:26])[N:28]([CH2:29][C:30]2[CH:35]=[CH:34][CH:33]=[CH:32][CH:31]=2)[CH3:27])=[CH:12][N:11]=1)([CH3:2])([CH3:3])[CH3:4]. Reported procedure: As described in example 1E, 80 mgs of 1-(tert-butoxycarbonylamino-methyl)-6,7-dimethoxy-isoquinoline-4-carboxylic acid was coupled with N-methylbenzylamine to give 82 mgs (8%) of [4-(benzyl-methyl-carbamoyl)-6,7-dimethoxy-isoquinolin-1-ylmethyl]-carbamic acid tert-butyl ester: 1H NMR (CDCl3) δ 1.50 (s, 9H), 3.77 (s, 3H), 4.02 and 4.03 (2s, 6H), 4.87-4.90 (m, 4H), 6.10-6.22 (m, 1H), 6.93 (s, 0.6H), 7.06-7.12 (m, 1H), 7.16 (s, 0.4H), 7.27-7.42 (m, 4H), 7.50 (d, 1H, J=7.60 Hz), 8.32 (s, 1H). Reactants: C(=O)OC (methyl formate), FC1=CC=C(C=C1)C1OCC2=CC(=CC=C12)C#N (1-(4-fluorophenyl)-1,3-dihydro-5-isobenzofurancarbonitrile), [Li+].CC(C)[N-]C(C)C (LDA). Run in C1CCOC1 (THF), C1CCOC1 (THF). Run at temperature -40 celsius, time 1 hour. Yields the product FC1=CC=C(C=C1)C1(OCC2=CC(=CC=C12)C#N)C=O (1-(4-Fluorophenyl)-1-formyl-1,3-dihydro-5-isobenzofurancarbonitrile). The yield is 48.6%. As a reaction SMILES: [F:1][C:2]1[CH:7]=[CH:6][C:5]([CH:8]2[C:16]3[C:11](=[CH:12][C:13]([C:17]#[N:18])=[CH:14][CH:15]=3)[CH2:10][O:9]2)=[CH:4][CH:3]=1.[Li+].CC([N-]C(C)C)C.[CH:27](OC)=[O:28]>C1COCC1>[F:1][C:2]1[CH:7]=[CH:6][C:5]([C:8]2([CH:27]=[O:28])[C:16]3[C:11](=[CH:12][C:13]([C:17]#[N:18])=[CH:14][CH:15]=3)[CH2:10][O:9]2)=[CH:4][CH:3]=1 |f:1.2|. Procedure details: A solution of 1-(4-fluorophenyl)-1,3-dihydro-5-isobenzofurancarbonitrile (2.4 g, 10 mmol) in THF (15 mL) was added to a solution of LDA (11 mmol) in THF (25 mL) at −78° C. under an atmosphere of nitrogen. The mixture was allowed to warm to −40° C. during 45 min. Freshly distilled methyl formate (0.75 mL, 12 mmol) was added at this temperature, and stirring was continued for 1 h while warming to 0° C. Then the mixture was poured into ice/saturated ammonium chloride solution, and extracted with Et... The reactants are BrC1=CC(=NC=C1)OC1=CC=C(C=C1)NC1=NC(=NC(=C1)C1=CC=CC=C1)N (N4-{4-[(4-Bromopyridin-2-yl)oxy]phenyl}-6-phenylpyrimidine-2,4-diamine), Intermediates 2T, ClC1=NC=CC=N1 (Chloropyrimidine), BrC1=CC(=NC=C1)OC1=CC=C(C=C1)NC1=NC(=CC(=N1)N)C1=CC=CC=C1 (N-[4-(4-bromo-pyridin-2-yloxy)-phenyl]-6-phenyl-pyrimidine-2,4-diamine), COC[C@H]1NCCC1 ((S)-(+)-2-(methoxymethyl)pyrrolidine). Conditions: temperature 108 celsius, time 24 hour. Product: COC[C@H]1N(CCC1)C1=CC(=NC=C1)OC1=CC=C(C=C1)NC1=NC(=NC(=C1)C1=CC=CC=C1)N (N4-[4-({4-[(2S)-(+)-2-(methoxymethyl)pyrrolidin-1-yl]pyridin-2-yl}oxy)phenyl]-6-phenylpyrimidine-2,4-diamine). The yield is 40.0%. RXN SMILES: Br[C:2]1[CH:7]=[CH:6][N:5]=[C:4]([O:8][C:9]2[CH:14]=[CH:13][C:12]([NH:15][C:16]3[CH:21]=[C:20]([C:22]4[CH:27]=[CH:26][CH:25]=[CH:24][CH:23]=4)[N:19]=[C:18]([NH2:28])[N:17]=3)=[CH:11][CH:10]=2)[CH:3]=1.ClC1N=CC=CN=1.Br[C:37]1[CH:42]=[CH:41][N:40]=[C:39]([O:43][C:44]2C=CC(NC3N=C(N)C=C(C4C=CC=CC=4)N=3)=CC=2)[CH:38]=1.COC[C@@H]1CCCN1>>[CH3:44][O:43][CH2:39][C@@H:38]1[CH2:37][CH2:42][CH2:41][N:40]1[C:2]1[CH:7]=[CH:6][N:5]=[C:4]([O:8][C:9]2[CH:14]=[CH:13][C:12]([NH:15][C:16]3[CH:21]=[C:20]([C:22]4[CH:27]=[CH:26][CH:25]=[CH:24][CH:23]=4)[N:19]=[C:18]([NH2:28])[N:17]=3)=[CH:11][CH:10]=2)[CH:3]=1. Reported procedure: N4-{4-[(4-Bromopyridin-2-yl)oxy]phenyl}-6-phenylpyrimidine-2,4-diamine (75 mg, 0.17 mmol, was prepared by the method of Example 1 using and Intermediates 2T and 1A as starting materials. N-[4-(4-bromo-pyridin-2-yloxy)-phenyl]-6-phenyl-pyrimidine-2,4-diamine, was then combined with (S)-(+)-2-(methoxymethyl)pyrrolidine (99.5 mg, 0.86 mmol) in a 5-mL reaction flask and heated at 108° C. with stirring for 24 h. TLC and LC-MS indicated that the reaction was complete. After cooling to rt, the reaction... The reactants are C1(CCCC1)C=1N=C(C2=C(N1)CCCS2(=O)=O)O (2-cyclopentyl-4-hydroxy-7,8-dihydro-6H-thiopyrano[3,2-d]pyrimidine 5,5-dioxide), P(Cl)(Cl)Cl (phosphorous trichloride). Run in ClC(C)Cl (dichloroethane). Conditions: temperature 65 celsius, time 24 hour. The product is ClC=1C2=C(N=C(N1)C1CCCC1)CCCS2(=O)=O (4-chloro-2-cyclopentyl-7,8-dihydro-6H-thiopyrano[3,2-d]pyrimidine 5,5-dioxide). Yield: 21.6%. Reaction SMILES: [CH:1]1([C:6]2[N:7]=[C:8](O)[C:9]3[S:15](=[O:17])(=[O:16])[CH2:14][CH2:13][CH2:12][C:10]=3[N:11]=2)[CH2:5][CH2:4][CH2:3][CH2:2]1.P(Cl)(Cl)[Cl:20]>ClC(Cl)C>[Cl:20][C:8]1[C:9]2[S:15](=[O:17])(=[O:16])[CH2:14][CH2:13][CH2:12][C:10]=2[N:11]=[C:6]([CH:1]2[CH2:5][CH2:4][CH2:3][CH2:2]2)[N:7]=1. Procedure: To mixture of 2-cyclopentyl-4-hydroxy-7,8-dihydro-6H-thiopyrano[3,2-d]pyrimidine 5,5-dioxide (0.650 g, 2.42 mmol) in dichloroethane (10 mL) was added phosphorous trichloride (1.35 mL, 14.5 mmol). The mixture was stirred at 65° C. for 24 h. The reaction was quenched into a mixture of methylene chloride and a saturated solution of NaHCO3 and extracted with methylene chloride. The organic layers were dried over anhydrous sodium sulfate, filtered, and the filtrate was concentrated. The residue was p... Procedure details: The product was obtained starting from 1-(3-Difluoromethoxy-phenyl)-3-((E)-3-dimethylamino-acryloyl)-1H-pyridazin-4-one (A-10) and quinolin-5-yl-hydrazine according to the method described for example 91. MS: M=432.2 (M+H)+ RXN SMILES: [F:1][CH:2]([F:24])[O:3][C:4]1[CH:5]=[C:6]([N:10]2[CH:15]=[CH:14][C:13](=[O:16])[C:12]([C:17](=O)/[CH:18]=[CH:19]/[N:20](C)C)=[N:11]2)[CH:7]=[CH:8][CH:9]=1.[N:25]1[C:34]2[C:29](=[C:30]([NH:35]N)[CH:31]=[CH:32][CH:33]=2)[CH:28]=[CH:27][CH:26]=1>>[F:1][CH:2]([F:24])[O:3][C:4]1[CH:5]=[C:6]([N:10]2[CH:15]=[CH:14][C:13](=[O:16])[C:12]([C:17]3[N:35]([C:30]4[CH:31]=[CH:32][CH:33]=[C:34]5[C:29]=4[CH:28]=[CH:27][CH:26]=[N:25]5)[N:20]=[CH:19][CH:18]=3)=[N:11]2)[CH:7]=[CH:8][CH:9]=1. Reactants: FC(OC=1C=C(C=CC1)N1N=C(C(C=C1)=O)C(\C=C\N(C)C)=O)F (1-(3-Difluoromethoxy-phenyl)-3-((E)-3-dimethylamino-acryloyl)-1H-pyridazin-4-one), N1=CC=CC2=C(C=CC=C12)NN (quinolin-5-yl-hydrazine). The product is FC(OC=1C=C(C=CC1)N1N=C(C(C=C1)=O)C=1N(N=CC1)C1=C2C=CC=NC2=CC=C1)F (1-(3-Difluoromethoxy-phenyl)-3-(2-quinolin-5-yl-2H-pyrazol-3-yl)-1H-pyridazin-4-one). The product is Cl.C1(CCC1)NC1C(C2=CC=C(C(=C2CC1)OC)OC)=O (2-cyclobutylamino-5,6-dimethoxy-3,4-dihydro-1(2H)-naphthalenone hydrochloride). Reactants: Cl.NC1C(C2=CC=C(C(=C2CC1)OC)OC)=O (2-amino-5,6-dimethoxy-3,4-dihydro-1(2H)-naphthalenone hydrochloride), C1(CCC1)=O (cyclobutanone). Reported procedure: In a manner similar to that of Reference Example 3, 10.5 parts of 2-amino-5,6-dimethoxy-3,4-dihydro-1(2H)-naphthalenone hydrochloride is reacted with 10 volume parts of cyclobutanone. The procedure yields 8.2 parts of 2-cyclobutylamino-5,6-dimethoxy-3,4-dihydro-1(2H)-naphthalenone hydrochloride. Melting point: 146°-164° C (decomposition). Reaction SMILES: [ClH:1].[NH2:2][CH:3]1[CH2:12][CH2:11][C:10]2[C:5](=[CH:6][CH:7]=[C:8]([O:15][CH3:16])[C:9]=2[O:13][CH3:14])[C:4]1=[O:17].[C:18]1(=O)[CH2:21][CH2:20][CH2:19]1>>[ClH:1].[CH:18]1([NH:2][CH:3]2[CH2:12][CH2:11][C:10]3[C:5](=[CH:6][CH:7]=[C:8]([O:15][CH3:16])[C:9]=3[O:13][CH3:14])[C:4]2=[O:17])[CH2:21][CH2:20][CH2:19]1 |f:0.1,3.4|. The reactants are ice water, C1(=CC=CC=C1)C=1N=C(NC1C1=CC=CC=C1)S(=O)(=O)C(C(F)F)(F)F (4,5-diphenyl-2-(1,1,2,2-tetrafluoroethylsulfonyl)imidazole), ClCOCC1=CC=CC=C1 (benzyl chloromethyl ether), C([O-])([O-])=O.[K+].[K+] (potassium carbonate). The solvent is CN(C)C=O (DMF). Run at time 6 hour. Yields the product C(C1=CC=CC=C1)OCN1C(=NC(=C1C1=CC=CC=C1)C1=CC=CC=C1)S(=O)(=O)C(C(F)F)(F)F (1-Benzyloxymethyl-4,5-diphenyl-2-(1,1,2,2-tetrafluoroethylsulfonyl)imidazole). As a reaction SMILES: [C:1]1([C:7]2[N:8]=[C:9]([S:18]([C:21]([F:26])([F:25])[CH:22]([F:24])[F:23])(=[O:20])=[O:19])[NH:10][C:11]=2[C:12]2[CH:17]=[CH:16][CH:15]=[CH:14][CH:13]=2)[CH:6]=[CH:5][CH:4]=[CH:3][CH:2]=1.Cl[CH2:28][O:29][CH2:30][C:31]1[CH:36]=[CH:35][CH:34]=[CH:33][CH:32]=1.C(=O)([O-])[O-].[K+].[K+]>CN(C=O)C>[CH2:30]([O:29][CH2:28][N:8]1[C:7]([C:1]2[CH:6]=[CH:5][CH:4]=[CH:3][CH:2]=2)=[C:11]([C:12]2[CH:17]=[CH:16][CH:15]=[CH:14][CH:13]=2)[N:10]=[C:9]1[S:18]([C:21]([F:25])([F:26])[CH:22]([F:24])[F:23])(=[O:20])=[O:19])[C:31]1[CH:36]=[CH:35][CH:34]=[CH:33][CH:32]=1 |f:2.3.4|. Procedure details: A mixture of 1.92 g (5 mmole) of 4,5-diphenyl-2-(1,1,2,2-tetrafluoroethylsulfonyl)imidazole, 1.6 g (10 mmole) of benzyl chloromethyl ether, 2.8 g (20 mmole) of potassium carbonate in 20 ml DMF was stirred at RT for six hours, then poured into ice water. The aqueous mixture was extracted three times with ether. The ether extracts were backwashed three times with water, then dried and concentrated. The residue was chromatographed on 150 g SilicAR CC-7, eluting with toluene to give, after recrystal... The reactants are Clc1ncc(Br)cn1, O=C([O-])[O-], CCOC(C)=O, Cl, [Cs+], [Cs+], CS(=O)(=O)c1ccc(-n2ccc(OC3CCNCC3)cc2=O)c(F)c1, CN(C)C=O. Yields the product CS(=O)(=O)c1ccc(-n2ccc(OC3CCN(c4ncc(Br)cn4)CC3)cc2=O)c(F)c1. RXN SMILES: [Br:27][c:28]1[cH:29][n:30][c:31]([Cl:34])[n:32][cH:33]1.[C:35](=[O:36])([O-:37])[O-:38].[CH3:46][CH2:47][O:48][C:49]([CH3:50])=[O:51].[ClH:1].[Cs+:39].[Cs+:40].[F:2][c:3]1[c:4](-[n:13]2[c:14](=[O:26])[cH:15][c:16]([O:19][CH:20]3[CH2:21][CH2:22][NH:23][CH2:24][CH2:25]3)[cH:17][cH:18]2)[cH:5][cH:6][c:7]([S:9](=[O:10])(=[O:11])[CH3:12])[cH:8]1.[O:41]=[CH:42][N:43]([CH3:44])[CH3:45]>>[F:2][c:3]1[c:4](-[n:13]2[c:14](=[O:26])[cH:15][c:16]([O:19][CH:20]3[CH2:21][CH2:22][N:23]([c:31]4[n:30][cH:29][c:28]([Br:27])[cH:33][n:32]4)[CH2:24][CH2:25]3)[cH:17][cH:18]2)[cH:5][cH:6][c:7]([S:9](=[O:10])(=[O:11])[CH3:12])[cH:8]1. Reactants: [Br-], C1CCOC1, C[Mg+], CC(C)(C)OC(=O)NCc1nnc2ccc(C=O)nn12, [Cl-], [NH4+]. The product is CC(O)c1ccc2nnc(CNC(=O)OC(C)(C)C)n2n1. Reaction SMILES: [Br-:21].[CH2:26]1[O:27][CH2:28][CH2:29][CH2:30]1.[CH3:22][Mg+:23].[CH:1](=[O:2])[c:3]1[cH:4][cH:5][c:6]2[n:7]([n:8]1)[c:9]([CH2:12][NH:13][C:14]([O:15][C:16]([CH3:17])([CH3:18])[CH3:19])=[O:20])[n:10][n:11]2.[Cl-:24].[NH4+:25]>>[CH:1]([OH:2])([c:3]1[cH:4][cH:5][c:6]2[n:7]([n:8]1)[c:9]([CH2:12][NH:13][C:14]([O:15][C:16]([CH3:17])([CH3:18])[CH3:19])=[O:20])[n:10][n:11]2)[CH3:22].